This data is from the Open Reaction Database (ORD), a public repository of structured organic reaction records. The task is: describe an organic reaction: reactants, conditions, products, and yield Starting materials: ClS(=O)(=O)CC(=O)Cl (chlorosulfonylacetyl chloride), CO (MeOH). Solvent: CCOCC (Et2O). Run at time 3 hour. The product is COC(CS(=O)(=O)Cl)=O (chlorosulfonyl-acetic acid methyl ester). As a reaction SMILES: [Cl:1][S:2]([CH2:5][C:6](Cl)=[O:7])(=[O:4])=[O:3].[CH3:9][OH:10]>CCOCC>[CH3:9][O:10][C:6](=[O:7])[CH2:5][S:2]([Cl:1])(=[O:4])=[O:3]. Procedure: To a solution of chlorosulfonylacetyl chloride (419 μL, 3.955 mmol, 1 eq.) in Et2O (4 mL), at 0° C. was added MeOH (160 μL, 3.955 mmol, 1 eq.). The reaction mixture is strirred at 0° C. for 3 h, then concentrated in vacuo to give chlorosulfonyl-acetic acid methyl ester. The reactants are O=Cc1cccc(C(=O)O)c1, CC(=O)O, O=C1CCOc2ccc(OCc3ccccc3)cc21, CO, [Na+], [OH-], O. The product is O=C(O)c1cccc(C=C2COc3ccc(OCc4ccccc4)cc3C2=O)c1. As a reaction SMILES: [C:20](=[O:21])([OH:22])[c:23]1[cH:24][c:25]([CH:26]=[O:27])[cH:28][cH:29][cH:30]1.[C:33]([OH:34])(=[O:35])[CH3:36].[CH2:1]([c:2]1[cH:3][cH:4][cH:5][cH:6][cH:7]1)[O:8][c:9]1[cH:10][c:11]2[c:16]([cH:17][cH:18]1)[O:15][CH2:14][CH2:13][C:12]2=[O:19].[CH3:37][OH:38].[Na+:32].[OH-:31].[OH2:39]>>[CH2:1]([c:2]1[cH:3][cH:4][cH:5][cH:6][cH:7]1)[O:8][c:9]1[cH:10][c:11]2[c:16]([cH:17][cH:18]1)[O:15][CH2:14][C:13](=[CH:26][c:25]1[cH:24][c:23]([C:20](=[O:21])[OH:22])[cH:30][cH:29][cH:28]1)[C:12]2=[O:19].